This data is from the Open Reaction Database (ORD), a public repository of structured organic reaction records. The task is: describe an organic reaction: reactants, conditions, products, and yield Starting materials: CS(=O)(=O)Oc1ccc(C=CC(=O)O)cc1, CS(=O)(=O)Oc1ccc(C=O)cc1, N#Cc1cc(C=O)ccc1F. Yields the product N#Cc1cc(C=CC(=O)O)ccc1F. Reaction SMILES: [CH3:1][S:2]([O:3][c:4]1[cH:5][cH:6][c:7]([CH:8]=[CH:13][C:14](=[O:15])[OH:16])[cH:9][cH:10]1)(=[O:11])=[O:12].[CH:28]([c:29]1[cH:30][cH:31][c:32]([O:33][S:34]([CH3:35])(=[O:36])=[O:37])[cH:38][cH:39]1)=[O:40].[F:17][c:18]1[c:19]([C:26]#[N:27])[cH:20][c:21]([CH:22]=[O:23])[cH:24][cH:25]1>>[CH:13]([C:14](=[O:15])[OH:16])=[CH:22][c:21]1[cH:20][c:19]([C:26]#[N:27])[c:18]([F:17])[cH:25][cH:24]1.